From a dataset of the Open Reaction Database (ORD), a public repository of structured organic reaction records. describe an organic reaction: reactants, conditions, products, and yield Starting materials: CCOC(C)=O, O=C(OO)c1cccc(Cl)c1, ClCCl, N#Cc1nn(-c2c(Cl)cc(C(F)(F)F)cc2Cl)c(N)c1SC(F)(F)F. The product is N#Cc1nn(-c2c(Cl)cc(C(F)(F)F)cc2Cl)c(N)c1S(=O)C(F)(F)F. RXN SMILES: [CH3:40][CH2:41][O:42][C:43](=[O:44])[CH3:45].[Cl:26][c:27]1[cH:28][cH:29][cH:30][c:31]([C:32]([O:33][OH:35])=[O:34])[cH:36]1.[Cl:37][CH2:38][Cl:39].[NH2:1][c:2]1[c:3]([S:21][C:22]([F:23])([F:24])[F:25])[c:4]([C:19]#[N:20])[n:5][n:6]1-[c:7]1[c:8]([Cl:18])[cH:9][c:10]([C:14]([F:15])([F:16])[F:17])[cH:11][c:12]1[Cl:13]>>[NH2:1][c:2]1[c:3]([S:21]([C:22]([F:23])([F:24])[F:25])=[O:34])[c:4]([C:19]#[N:20])[n:5][n:6]1-[c:7]1[c:8]([Cl:18])[cH:9][c:10]([C:14]([F:15])([F:16])[F:17])[cH:11][c:12]1[Cl:13].